Dataset: the Open Reaction Database (ORD), a public repository of structured organic reaction records. Task: describe an organic reaction: reactants, conditions, products, and yield Starting materials: CCO, CC1(C)Oc2ccc([N+](=O)[O-])cc2C(n2ccccc2=O)=C1CBr, [NH4+], [OH-]. Product: CC1(C)Oc2ccc([N+](=O)[O-])cc2C(n2ccccc2=O)=C1CN. As a reaction SMILES: [CH3:27][CH2:28][OH:29].[N+:1](=[O:2])([O-:3])[c:4]1[cH:5][cH:6][c:7]2[c:8]([cH:24]1)[C:9]([n:17]1[c:18](=[O:23])[cH:19][cH:20][cH:21][cH:22]1)=[C:10]([CH2:15][Br:16])[C:11]([CH3:13])([CH3:14])[O:12]2.[NH4+:25].[OH-:26]>>[N+:1](=[O:2])([O-:3])[c:4]1[cH:5][cH:6][c:7]2[c:8]([cH:24]1)[C:9]([n:17]1[c:18](=[O:23])[cH:19][cH:20][cH:21][cH:22]1)=[C:10]([CH2:15][NH2:25])[C:11]([CH3:13])([CH3:14])[O:12]2. Reactants: C(CCCCCCCCCCCC)=O (tridecanal), FC(C(=O)O)(F)F (trifluoroacetic acid), NC1=CSC=C1 (3-aminothiophene), FC(C(=O)O)(F)F (Trifluoroacetic acid), [OH-].[Na+] (sodium hydroxide). Solvent: ClCCl (dichloromethane), ClCCl (dichloromethane), O (water), C(C)OCC (diethyl ether). Reaction conditions: time 1.5 hour. The product is C(CCCCCCCCCCC)N1C2=C(C=C3C1=CCS3)SC=C2 (4-dodecyldithieno[3,2-b:2′3′-e]pyridine). The yield is 263.9%. As a reaction SMILES: C(=O)[CH2:2][CH2:3][CH2:4][CH2:5][CH2:6][CH2:7][CH2:8][CH2:9][CH2:10][CH2:11][CH2:12][CH3:13].F[C:16](F)(F)[C:17](O)=O.[NH2:22][C:23]1[CH:27]=[CH:26][S:25][CH:24]=1.[OH-].[Na+]>ClCCl.O.C(OCC)C>[CH2:2]([N:22]1[C:23]2=[CH:27][CH2:26][S:25][C:24]2=[CH:23][C:24]2[S:25][CH:26]=[CH:16][C:17]1=2)[CH2:3][CH2:4][CH2:5][CH2:6][CH2:7][CH2:8][CH2:9][CH2:10][CH2:11][CH2:12][CH3:13] |f:3.4|. Procedure: A solution of tridecanal (25.00 g, 126.04 mmol) and trifluoroacetic acid (2.00 g) in anhydrous dichloromethane (200 mL) was added dropwise to a solution of 3-aminothiophene (21.00 g, 211.78 mmol) in anhydrous dichloromethane (200 mL) at −10° C. The reaction mixture was stirred at room temperature for 1.5 h. Trifluoroacetic acid (24.15 g, 211.78 mmol) was added and the reaction mixture was then heated at reflux for 24 h. The solution was cooled and diethyl ether (300 mL) and water (100 mL) were a... Starting materials: CC(O)=S, CC12CCC3C(CC(=O)C4CC(OS(C)(=O)=O)CCC43C)C1CCC2=O, [K], CN(C)C=O. Product: CC(=O)SC1CCC2(C)C(C1)C(=O)CC1C3CCC(=O)C3(C)CCC12. Reaction SMILES: [C:28]([CH3:29])(=[S:30])[OH:31].[CH3:1][S:2]([O:3][CH:6]1[CH2:7][CH:8]2[C:9](=[O:26])[CH2:10][CH:11]3[CH:12]4[CH2:13][CH2:14][C:15](=[O:25])[C:16]4([CH3:17])[CH2:18][CH2:19][CH:20]3[C:21]2([CH3:24])[CH2:22][CH2:23]1)(=[O:4])=[O:5].[K:27].[O:32]=[CH:33][N:34]([CH3:35])[CH3:36]>>[CH:6]1([S:30][C:28]([CH3:29])=[O:31])[CH2:7][CH:8]2[C:9](=[O:26])[CH2:10][CH:11]3[CH:12]4[CH2:13][CH2:14][C:15](=[O:25])[C:16]4([CH3:17])[CH2:18][CH2:19][CH:20]3[C:21]2([CH3:24])[CH2:22][CH2:23]1. Reactants: CC(C)(C)C1=NC(=NC(=C1O)C(C)(C)C)C(=O)O (4,6-bis(1,1-dimethylethyl)-5-hydroxy-2-pyrimidinecarboxylic acid), CN(C=O)C (N,N-dimethyl formamide), Cl.CNOC (N,O dimethylhydroxylamine hydrochloride), 1, CN1CCCCC1 (methylpiperidine), C(C(=O)Cl)(=O)Cl (oxalyl chloride). The solvent is ClCCl (dichloromethane), ClCCl (dichloromethane), ClCCl (dichloromethane). Conditions: time 2 hour. Yields the product CC(C)(C)C1=NC(=NC(=C1O)C(C)(C)C)C(=O)N(C)OC (4,6-Bis(1,1-dimethylethyl)-5-hydroxy-N-methoxy-N-methyl-2-pyrimidinecarboxamide). The yield is 65.7%. RXN SMILES: [CH3:1][C:2]([C:5]1[C:10]([OH:11])=[C:9]([C:12]([CH3:15])([CH3:14])[CH3:13])[N:8]=[C:7]([C:16](O)=[O:17])[N:6]=1)([CH3:4])[CH3:3].CN(C)C=O.C(Cl)(=O)C(Cl)=O.Cl.[CH3:31][NH:32][O:33][CH3:34].CN1CCCCC1>ClCCl>[CH3:15][C:12]([C:9]1[C:10]([OH:11])=[C:5]([C:2]([CH3:4])([CH3:1])[CH3:3])[N:6]=[C:7]([C:16]([N:32]([O:33][CH3:34])[CH3:31])=[O:17])[N:8]=1)([CH3:14])[CH3:13] |f:3.4|. Procedure details: A mixture of 8.4 g (33 mmol) of 4,6-bis(1,1-dimethylethyl)-5-hydroxy-2-pyrimidinecarboxylic acid and 0.50 mL (0.47 g, 6.5 mmol) of N,N-dimethyl formamide in 120 mL of dichloromethane was cooled in ice and treated dropwise with a solution of 4.9 mL (7.1 g, 56 mmol) of oxalyl chloride in 18 mL of dichloromethane. The mixture was stirred with ice cooling for 2 hours, then filtered, and evaporated. The residual crude acid chloride was redissolved in 85 mL of dichloromethane and added dropwise to an ... Starting materials: COC(=O)c1ccc(N2CCN(C)CC2)nc1, CO, Cl, [Na+], [OH-], O. The product is CN1CCN(c2ccc(C(=O)O)cn2)CC1. RXN SMILES: [CH3:1][O:2][C:3]([c:4]1[cH:5][n:6][c:7]([N:10]2[CH2:11][CH2:12][N:13]([CH3:16])[CH2:14][CH2:15]2)[cH:8][cH:9]1)=[O:17].[CH3:21][OH:22].[ClH:20].[Na+:19].[OH-:18].[OH2:23]>>[O:2]=[C:3]([c:4]1[cH:5][n:6][c:7]([N:10]2[CH2:11][CH2:12][N:13]([CH3:16])[CH2:14][CH2:15]2)[cH:8][cH:9]1)[OH:17]. The reactants are C(C1=CC=CC=C1)OC=1C=CC(=NC1)O[C@H]1CO[C@@H](OC1)CCCNC(C)=O (trans-N-{3-[5-(5-benzyloxypyridin-2-yloxy)-[1,3]dioxan-2-yl]propyl}acetamide), C(C1=CC=CC=C1)OC=1C=CC(=NC1)OC(CO)CO (2-(5-Benzyloxypyridin-2-yloxy)propane-1,3-diol), C(C)OC(CCCNC(C)=O)OCC (N-(4,4-diethoxybutyl)acetamide), C(C1=CC=CC=C1)OC=1C=CC(=NC1)O[C@@H]1CO[C@@H](OC1)CCCNC(C)=O (cis-N-{3-[5-(5-benzyloxypyridin-2-yloxy)-[1,3]dioxan-2-yl]propyl}acetamide). Product: C(C1=CC=CC=C1)OC=1C=CC(=NC1)OC1COC(OC1)CCCNC(C)=O (N-{3-[5-(5-Benzyloxypyridin-2-yloxy)-[1,3]dioxan-2-yl]propyl}acetamide). As a reaction SMILES: C(OC1C=CC(OC(CO)CO)=NC=1)C1C=CC=CC=1.C(OC(OCC)CCCNC(=O)C)C.[CH2:35]([O:42][C:43]1[CH:44]=[CH:45][C:46]([O:49][C@H:50]2[CH2:55][O:54][C@@H:53]([CH2:56][CH2:57][CH2:58][NH:59][C:60](=[O:62])[CH3:61])[O:52][CH2:51]2)=[N:47][CH:48]=1)[C:36]1[CH:41]=[CH:40][CH:39]=[CH:38][CH:37]=1.C(OC1C=CC(O[C@@H]2CO[C@@H](CCCNC(=O)C)OC2)=NC=1)C1C=CC=CC=1>>[CH2:35]([O:42][C:43]1[CH:44]=[CH:45][C:46]([O:49][CH:50]2[CH2:55][O:54][CH:53]([CH2:56][CH2:57][CH2:58][NH:59][C:60](=[O:62])[CH3:61])[O:52][CH2:51]2)=[N:47][CH:48]=1)[C:36]1[CH:37]=[CH:38][CH:39]=[CH:40][CH:41]=1. Procedure details: 2-(5-Benzyloxypyridin-2-yloxy)propane-1,3-diol (216 mg, 784 μmol) was reacted with N-(4,4-diethoxybutyl)acetamide in analogy to example 3d. Yield: cis-N-{3-[5-(5-benzyloxypyridin-2-yloxy)-[1,3]dioxan-2-yl]propyl}acetamide (example 16), 21 mg (7%), M+H+: 387.22 and trans-N-{3-[5-(5-benzyloxypyridin-2-yloxy)-[1,3]dioxan-2-yl]propyl}acetamide (example 17), 6 mg (2%), M+H+: 387.23. The reactants are C1CCOC1, C[Si](C)(C)[N-][Si](C)(C)C, CN1CC=C(c2c[nH]c3c(F)cc(F)cc23)CC1, [Na+], O=S(=O)(Cl)c1ccc2ccccc2c1. Product: CN1CC=C(c2cn(S(=O)(=O)c3ccc4ccccc4c3)c3c(F)cc(F)cc23)CC1. Reaction SMILES: [CH2:43]1[O:44][CH2:45][CH2:46][CH2:47]1.[CH3:34][Si:35]([N-:36][Si:37]([CH3:38])([CH3:39])[CH3:40])([CH3:41])[CH3:42].[F:1][c:2]1[cH:3][c:4]2[c:5]([C:12]3=[CH:17][CH2:16][N:15]([CH3:18])[CH2:14][CH2:13]3)[cH:6][nH:7][c:8]2[c:9]([F:11])[cH:10]1.[Na+:33].[cH:19]1[c:20]([S:29](=[O:30])(=[O:31])[Cl:32])[cH:21][cH:22][c:23]2[cH:24][cH:25][cH:26][cH:27][c:28]12>>[F:1][c:2]1[cH:3][c:4]2[c:5]([C:12]3=[CH:17][CH2:16][N:15]([CH3:18])[CH2:14][CH2:13]3)[cH:6][n:7]([S:29]([c:20]3[cH:19][c:28]4[c:23]([cH:22][cH:21]3)[cH:24][cH:25][cH:26][cH:27]4)(=[O:30])=[O:31])[c:8]2[c:9]([F:11])[cH:10]1. Starting materials: C(C)(=O)OC1=C(C=C(C2=C1C(=C(O2)C2=CC=CC=C2)C)Cl)CCC (4-acetoxy-7-chloro-3-methyl-2-phenyl-5-propylbenzofuran), [OH-].[Na+] (sodium hydroxide), Cl (hydrochloric acid). Run in CO (methanol). Conditions: time 2 hour. Yields the product ClC1=CC(=C(C=2C(=C(OC21)C2=CC=CC=C2)C)O)CCC (7-chloro-4-hydroxy-3-methyl-2-phenyl-5-propylbenzofuran). As a reaction SMILES: C([O:4][C:5]1[C:10]2[C:11]([CH3:20])=[C:12]([C:14]3[CH:19]=[CH:18][CH:17]=[CH:16][CH:15]=3)[O:13][C:9]=2[C:8]([Cl:21])=[CH:7][C:6]=1[CH2:22][CH2:23][CH3:24])(=O)C.[OH-].[Na+].Cl>CO>[Cl:21][C:8]1[C:9]2[O:13][C:12]([C:14]3[CH:19]=[CH:18][CH:17]=[CH:16][CH:15]=3)=[C:11]([CH3:20])[C:10]=2[C:5]([OH:4])=[C:6]([CH2:22][CH2:23][CH3:24])[CH:7]=1 |f:1.2|. Procedure: A mixture of 4-acetoxy-7-chloro-3-methyl-2-phenyl-5-propylbenzofuran (Step c) (1.5 g, 4.6 mmol), methanol (75 mL) and 3N sodium hydroxide (10 mL) was heated to obtain a solution which was then stirred at room temperature for 2 hours. The mixture was acidified with 1N hydrochloric acid (100 mL) and extracted with diethyl ether. The ether extracts were dried (MgSO4), filtered and concentrated. The residue was slurried with hexane, filtered and washed with hexane to obtain the title compound, m.p. ... Reported procedure: In analogy to Example 54A, the title compound was synthesized from 3-chloro-4-[(3-fluorobenzyl)oxy]aniline from Example 4A (180 mg, 0.72 mmol) and tert-butyl 4-chloro-3-cyano-5,8-dihydrothieno[2,3-b:5,4-c′]dipyridine-7(6H)-carboxylate (250 mg, 0.72 mmol) from Example 53A to yield 258 mg (64%). Reactants: ClC=1C=C(N)C=CC1OCC1=CC(=CC=C1)F (3-Chloro-4-[(3-fluorobenzyl)oxy]aniline), ClC1=C2C(=NC=C1C#N)SC=1CN(CCC12)C(=O)OC(C)(C)C (tert-Butyl 4-chloro-3-cyano-5,8-dihydrothieno[2,3-b:5,4-c′]dipyridine-7(6H)-carboxylate). RXN SMILES: [Cl:1][C:2]1[CH:3]=[C:4]([CH:6]=[CH:7][C:8]=1[O:9][CH2:10][C:11]1[CH:16]=[CH:15][CH:14]=[C:13]([F:17])[CH:12]=1)[NH2:5].Cl[C:19]1[C:24]([C:25]#[N:26])=[CH:23][N:22]=[C:21]2[S:27][C:28]3[CH2:29][N:30]([C:34]([O:36][C:37]([CH3:40])([CH3:39])[CH3:38])=[O:35])[CH2:31][CH2:32][C:33]=3[C:20]=12>>[Cl:1][C:2]1[CH:3]=[C:4]([NH:5][C:19]2[C:24]([C:25]#[N:26])=[CH:23][N:22]=[C:21]3[S:27][C:28]4[CH2:29][N:30]([C:34]([O:36][C:37]([CH3:40])([CH3:39])[CH3:38])=[O:35])[CH2:31][CH2:32][C:33]=4[C:20]=23)[CH:6]=[CH:7][C:8]=1[O:9][CH2:10][C:11]1[CH:16]=[CH:15][CH:14]=[C:13]([F:17])[CH:12]=1. The product is ClC=1C=C(C=CC1OCC1=CC(=CC=C1)F)NC1=C2C(=NC=C1C#N)SC=1CN(CCC12)C(=O)OC(C)(C)C (tert-Butyl 4-({3-chloro-4-[(3-fluorobenzyl)oxy]phenyl}amino)-3-cyano-5,8-dihydrothieno[2,3-b:5,4-c′]dipyridine-7(6H)-carboxylate). The reactants are C(=O)(OC(C)(C)C)NC1CCN(CC1)C=1C=C(C=CC1)C1CC(=NN1C1=C(C=C(C=C1)F)F)C(C(F)(F)F)(F)F (5-{3-[4-(N-BOC-amino)-piperidin-1-yl]-phenyl}-1-(2,4-difluoro-phenyl)-3-pentafluoroethyl-4,5-dihydro-1H-pyrazole), Cl (hydrochloric acid). Solvent: C(C)(=O)OCC (ethyl acetate). Reaction conditions: time 2 hour. Product: Cl.NC1CCN(CC1)C=1C=C(C=CC1)C1CC(=NN1C1=C(C=C(C=C1)F)F)C(C(F)(F)F)(F)F (5-[3-(4-amino-piperidin-1-yl)-phenyl]-1-(2,4-difluoro-phenyl)-3-pentafluoroethyl-4,5-dihydro-1H-pyrazole hydrochloride). Reaction SMILES: C([NH:8][CH:9]1[CH2:14][CH2:13][N:12]([C:15]2[CH:16]=[C:17]([CH:21]3[N:25]([C:26]4[CH:31]=[CH:30][C:29]([F:32])=[CH:28][C:27]=4[F:33])[N:24]=[C:23]([C:34]([F:40])([F:39])[C:35]([F:38])([F:37])[F:36])[CH2:22]3)[CH:18]=[CH:19][CH:20]=2)[CH2:11][CH2:10]1)(OC(C)(C)C)=O.[ClH:41]>C(OCC)(=O)C>[ClH:41].[NH2:8][CH:9]1[CH2:14][CH2:13][N:12]([C:15]2[CH:16]=[C:17]([CH:21]3[N:25]([C:26]4[CH:31]=[CH:30][C:29]([F:32])=[CH:28][C:27]=4[F:33])[N:24]=[C:23]([C:34]([F:40])([F:39])[C:35]([F:38])([F:37])[F:36])[CH2:22]3)[CH:18]=[CH:19][CH:20]=2)[CH2:11][CH2:10]1 |f:3.4|. Procedure: 5-{3-[4-(N-BOC-amino)-piperidin-1-yl]-phenyl}-1-(2,4-difluoro-phenyl)-3-pentafluoroethyl-4,5-dihydro-1H-pyrazole (110.0 mg, 6.6 mmol) prepared in Example 98 was added to a saturated solution of hydrochloric acid in ethyl acetate (3.0 mL). The reaction mixture was stirred at room temperature for 2 hours and then concentrated under reduced pressure to give 100.0 mg of the titled compound as a brown liquid.